describe an organic reaction: reactants, conditions, products, and yield From a dataset of the Open Reaction Database (ORD), a public repository of structured organic reaction records. Procedure details: Methanesulfonic acid 3-[4-((R)-2,2-dimethyl[1,3]dioxolan-4-ylmethoxy)-phenyl]-propylester (11.8 g, 34.2 mmol) in acetone (200 mL) is treated with lithium bromide (8.9 g, 100 mmol) and then heated to reflux for 5 h. After cooling to RT the mixture is concentrated in vacuo. The resulting residue is dissolved in EtOAc (150 mL), washed with water (2×50 mL), brine then dried (MgSO4), filtered and concentrated in vacuo to give an oil. Purification by flash chromatography (SiO2, iso-hexane:EtOAc, 4:1) ... Reaction SMILES: [CH3:1][C:2]1([CH3:23])[O:6][C@H:5]([CH2:7][O:8][C:9]2[CH:14]=[CH:13][C:12]([CH2:15][CH2:16][CH2:17]OS(C)(=O)=O)=[CH:11][CH:10]=2)[CH2:4][O:3]1.[Br-:24].[Li+]>CC(C)=O>[Br:24][CH2:17][CH2:16][CH2:15][C:12]1[CH:13]=[CH:14][C:9]([O:8][CH2:7][C@@H:5]2[CH2:4][O:3][C:2]([CH3:23])([CH3:1])[O:6]2)=[CH:10][CH:11]=1 |f:1.2|. Reactants: CC1(OC[C@H](O1)COC1=CC=C(C=C1)CCCOS(=O)(=O)C)C (Methanesulfonic acid 3-[4-((R)-2,2-dimethyl[1,3]dioxolan-4-ylmethoxy)-phenyl]-propylester), [Br-].[Li+] (lithium bromide). The product is BrCCCC1=CC=C(OC[C@H]2OC(OC2)(C)C)C=C1 ((R)-4-[4-(3-Bromo-propyl)-phenoxymethyl]-2,2-dimethyl-[1,3]dioxolane). Solvent: CC(=O)C (acetone). The reactants are C(C)(C)(C)OC(=O)N1CC2=CC=C(C=C2C1)OCC1CC1 (5-cyclopropylmethoxy-1,3-dihydro-isoindole-2-carboxylic acid tert-butyl ester), FC(C(=O)O)(F)F (trifluoroacetic acid). Yields the product FC(C(=O)O)(F)F.C1(CC1)COC=1C=C2CNCC2=CC1 (5-Cyclopropylmethoxy-2,3-dihydro-1H-isoindole trifluoroacetate). RXN SMILES: C(OC([N:8]1[CH2:16][C:15]2[C:10](=[CH:11][CH:12]=[C:13]([O:17][CH2:18][CH:19]3[CH2:21][CH2:20]3)[CH:14]=2)[CH2:9]1)=O)(C)(C)C.[F:22][C:23]([F:28])([F:27])[C:24]([OH:26])=[O:25]>>[F:22][C:23]([F:28])([F:27])[C:24]([OH:26])=[O:25].[CH:19]1([CH2:18][O:17][C:13]2[CH:14]=[C:15]3[C:10](=[CH:11][CH:12]=2)[CH2:9][NH:8][CH2:16]3)[CH2:20][CH2:21]1 |f:2.3|. Procedure: Prepared in analogy to Example A2(c) from 5-cyclopropylmethoxy-1,3-dihydro-isoindole-2-carboxylic acid tert-butyl ester and trifluoroacetic acid. Yellow oil. MS (m/e): 190.4 ([M+H]+, 100%).